Dataset: the Open Reaction Database (ORD), a public repository of structured organic reaction records. Task: describe an organic reaction: reactants, conditions, products, and yield Starting materials: C(=O)=O (carbon dioxide), OC(CCCCCCCCCN1C(CCCC1)=O)CO (N-(10,11-dihydroxyundecyl)-2-piperidone), Br.C(C)(=O)O (hydrogen bromide acetic acid), C([O-])(O)=O.[Na+] (sodium bicarbonate), ice water. Run in ClCCl (dichloromethane). Conditions: time 1 hour. The product is C(C)(=O)OC(CCCCCCCCCN1C(CCCC1)=O)CBr (1-(10-acetoxy-11-bromoundecyl)-2-piperidone). Isolated yield 89.0%. Reaction SMILES: [OH:1][CH:2]([CH2:19]O)[CH2:3][CH2:4][CH2:5][CH2:6][CH2:7][CH2:8][CH2:9][CH2:10][CH2:11][N:12]1[CH2:17][CH2:16][CH2:15][CH2:14][C:13]1=[O:18].[BrH:21].[C:22]([OH:25])(=O)[CH3:23].C(=O)(O)[O-].[Na+].C(=O)=O>ClCCl>[C:22]([O:1][CH:2]([CH2:19][Br:21])[CH2:3][CH2:4][CH2:5][CH2:6][CH2:7][CH2:8][CH2:9][CH2:10][CH2:11][N:12]1[CH2:17][CH2:16][CH2:15][CH2:14][C:13]1=[O:18])(=[O:25])[CH3:23] |f:1.2,3.4|. Procedure details: To N-(10,11-dihydroxyundecyl)-2-piperidone (4.21 g, 14.8 mmol) was added 30% hydrogen bromide-acetic acid (8.7 mL) and the mixture was then stirred for 1 hour. The solution was poured carefully into a mixture of sodium bicarbonate (15 g), ice water (150 mL), and dichloromethane (100 mL). After carbon dioxide evolution has subsided, the organic layer was separated and the aqueous layer extracted with dichloromethane (2×80ML). The combined organic layers was dried over sodium sulfate and the solve... Reactants: O=Cc1cc(Br)cs1, Cc1ccccc1, OCCO, Cc1ccc(S(=O)(=O)O)cc1. The product is Brc1csc(C2OCCO2)c1. As a reaction SMILES: [Br:1][c:2]1[cH:3][c:4]([CH:7]=[O:8])[s:5][cH:6]1.[CH3:24][c:25]1[cH:26][cH:27][cH:28][cH:29][cH:30]1.[OH:9][CH2:10][CH2:11][OH:12].[c:13]1([CH3:14])[cH:15][cH:16][c:17]([S:18]([OH:19])(=[O:20])=[O:21])[cH:22][cH:23]1>>[Br:1][c:2]1[cH:3][c:4]([CH:7]2[O:8][CH2:11][CH2:10][O:9]2)[s:5][cH:6]1. The reactants are C1(=CC=C(C=C1)COC=1C=C2CCC(CC2=CC1)CCN(C)C)C1=CC=CC=C1 ((−)-6-(4-biphenylyl)methoxy-2-[2-(N,N-dimethylamino)ethyl]tetralin), C(\C=C\C(=O)O)(=O)O (fumaric acid). The solvent is CO (methanol), CO (methanol). Yields the product C(\C=C\C(=O)O)(=O)O.C1(=CC=C(C=C1)COC=1C=C2CCC(CC2=CC1)CCN(C)C)C1=CC=CC=C1 ((−)-6-(4-Biphenylyl)methoxy-2-[2-(N,N-dimethylamino)ethyl]tetralin Fumarate). Yield: 41.5%. Reaction SMILES: [C:1]1([C:24]2[CH:29]=[CH:28][CH:27]=[CH:26][CH:25]=2)[CH:6]=[CH:5][C:4]([CH2:7][O:8][C:9]2[CH:10]=[C:11]3[C:16](=[CH:17][CH:18]=2)[CH2:15][CH:14]([CH2:19][CH2:20][N:21]([CH3:23])[CH3:22])[CH2:13][CH2:12]3)=[CH:3][CH:2]=1.[C:30]([OH:37])(=[O:36])/[CH:31]=[CH:32]/[C:33]([OH:35])=[O:34]>CO>[C:30]([OH:37])(=[O:36])/[CH:31]=[CH:32]/[C:33]([OH:35])=[O:34].[C:1]1([C:24]2[CH:25]=[CH:26][CH:27]=[CH:28][CH:29]=2)[CH:2]=[CH:3][C:4]([CH2:7][O:8][C:9]2[CH:10]=[C:11]3[C:16](=[CH:17][CH:18]=2)[CH2:15][CH:14]([CH2:19][CH2:20][N:21]([CH3:23])[CH3:22])[CH2:13][CH2:12]3)=[CH:5][CH:6]=1 |f:3.4|. Reported procedure: To a solution of (−)-6-(4-biphenylyl)methoxy-2-[2-(N,N-dimethylamino)ethyl]tetralin (1.3 g) in methanol (10 ml) was added a solution of fumaric acid (0.39 g) in methanol (10 ml) and concentrated. The resulting salt was recrystallized from methanol to obtain the titled compound (0.7 g).